From a dataset of the Open Reaction Database (ORD), a public repository of structured organic reaction records. describe an organic reaction: reactants, conditions, products, and yield Starting materials: O (water), C(=O)([O-])[O-].C(=O)([O-])[O-].OO.OO.OO.[Na+].[Na+].[Na+].[Na+] (sodium percarbonate), C(=O)(O[O-])[O-].[Na+].[Na+] (sodium peroxocarbonate), C12C(C3CC(CC(C1)C3)C2)=O (2-adamantanone). Run in C(=O)(C(F)(F)F)O (TFA). Reaction conditions: temperature 20 celsius. Product: C1[C@@H]2CC3C[C@H]1CC(C2)OC3=O ((1R,3r,6s,8S)-4-oxatricyclo[4.3.1.13,8]undecan-5-one). Isolated yield 106.6%. As a reaction SMILES: [CH:1]12[CH2:10][CH:5]3[CH2:6][CH:7]([CH2:9][CH:3]([CH2:4]3)[C:2]1=[O:11])[CH2:8]2.C([O-])([O-])=[O:13].C([O-])([O-])=O.OO.OO.OO.[Na+].[Na+].[Na+].[Na+].C([O-])(O[O-])=O.[Na+].[Na+].O>C(O)(C(F)(F)F)=O>[CH2:6]1[C@@H:5]2[CH2:10][CH:1]3[O:13][C:2](=[O:11])[CH:3]([CH2:4]2)[CH2:9][C@@H:7]1[CH2:8]3 |f:1.2.3.4.5.6.7.8.9,10.11.12|. Procedure: Commercially available 2-adamantanone (×1) (1000 g, 6.66 mol, Sigma-Aldrich) was dissolved in TFA (3 L, Sigma-Aldrich). To this mechanically stirred mixture surrounded by a cooling bath with a temperature maintained at 20° C. was added sodium percarbonate (1254.8 g, 7.99 mol, Sigma-Aldrich) (or sodium peroxocarbonate) portion-wise over 1 h; the temperature of the reaction mixture increased to 60° C. during the addition. After 2 h additional stirring, deionized water (4 L) was added followed by f... RXN SMILES: [F:1][C:2]1[CH:3]=[CH:4][CH:5]=[C:6]2[C:10]=1[NH:9][CH:8]=[C:7]2[CH:11]=O.[NH2:13][C:14]1[CH:22]=[CH:21][CH:20]=[CH:19][C:15]=1[C:16]([OH:18])=[O:17].C1(C)C=CC(S(O)(=O)=O)=CC=1.[BH4-].[Na+]>C1(C)C=CC=CC=1.C(Cl)Cl.CCOC(C)=O.CO>[F:1][C:2]1[CH:3]=[CH:4][CH:5]=[C:6]2[C:10]=1[NH:9][CH:8]=[C:7]2[CH2:11][NH:13][C:14]1[CH:22]=[CH:21][CH:20]=[CH:19][C:15]=1[C:16]([OH:18])=[O:17] |f:3.4|. The reactants are FC=1C=CC=C2C(=CNC12)C=O (7-fluoro-1H-indole-3-carbaldehyde), NC1=C(C(=O)O)C=CC=C1 (2-amino-benzoic acid), C1(=CC=C(C=C1)S(=O)(=O)O)C (p-toluenesulfonic acid), [BH4-].[Na+] (NaBH4). Run at time 1 hour. Run in CO (MeOH), CCOC(=O)C (EtOAc), C1(=CC=CC=C1)C (toluene), C(Cl)Cl (CH2Cl2). The product is FC=1C=CC=C2C(=CNC12)CNC1=C(C(=O)O)C=CC=C1 (2-[(7-fluoro-1H-indol-3-ylmethyl)-amino]-benzoic acid). Reported procedure: A mixture of 7-fluoro-1H-indole-3-carbaldehyde (200 mg, 1.23 mmol), 2-amino-benzoic acid (168 mg, 1.23 mmol) and p-toluenesulfonic acid (20 mg, 10% W/W) was heated a reflux in toluene (5 mL) for 4 h. The mixture was cooled to RT and diluted with CH2Cl2. NaBH4 (51.4 mg) was added followed by MeOH (2 mL). The mixture was stirred for 1 h. The reaction mixture was diluted with EtOAc (10 mL) and extracted with water (2×10 mL). The organic layer was dried over Na2SO4 and concentrated in vacuo affordin...